From a dataset of the Open Reaction Database (ORD), a public repository of structured organic reaction records. describe an organic reaction: reactants, conditions, products, and yield The reactants are ice water, OC1=C(C=CC=C1C(=O)OC)NC(=O)C1(N(CCC1)C(=O)OCC1=CC=CC=C1)C (benzyl 2-(2-hydroxy-3-(methoxycarbonyl)phenylcarbamoyl)-2-methylpyrrolidine-1-carboxylate), S(=O)(Cl)Cl (thionyl chloride), N1=CC=CC=C1 (pyridine). Solvent: C1(=CC=CC=C1)C (toluene). Reaction conditions: temperature 110 celsius. Yields the product C(C1=CC=CC=C1)OC(=O)N1C(CCC1)(C)C=1OC2=C(N1)C=CC=C2C(=O)OC (methyl 2-(1-(benzyloxycarbonyl)-2-methylpyrrolidin-2-yl)benzo[d]oxazole-7-carboxylate). Yield: 31.3%. RXN SMILES: [OH:1][C:2]1[C:7]([C:8]([O:10][CH3:11])=[O:9])=[CH:6][CH:5]=[CH:4][C:3]=1[NH:12][C:13]([C:15]1([CH3:30])[CH2:19][CH2:18][CH2:17][N:16]1[C:20]([O:22][CH2:23][C:24]1[CH:29]=[CH:28][CH:27]=[CH:26][CH:25]=1)=[O:21])=O.N1C=CC=CC=1.S(Cl)(Cl)=O>C1(C)C=CC=CC=1>[CH2:23]([O:22][C:20]([N:16]1[CH2:17][CH2:18][CH2:19][C:15]1([C:13]1[O:1][C:2]2[C:7]([C:8]([O:10][CH3:11])=[O:9])=[CH:6][CH:5]=[CH:4][C:3]=2[N:12]=1)[CH3:30])=[O:21])[C:24]1[CH:25]=[CH:26][CH:27]=[CH:28][CH:29]=1. Reported procedure: A mixture of benzyl 2-(2-hydroxy-3-(methoxycarbonyl)phenylcarbamoyl)-2-methylpyrrolidine-1-carboxylate (550 mg, 1.33 mmol) in anhydrous toluene (10 mL) was added anhydrous pyridine (0.583 mL, 7.3 mmol), then thionyl chloride (0.39 mL, 7.3 mmol) was added, the mixture was heated to 110° C. for 6 h. The mixture was cooled to room temperature and poured into ice water (100 mL) carefully with vigorous stirring, then extracted with ethyl acetate (50 mL×3). The organic phase was washed with saturated ... Starting materials: C=CCN, C1CCOC1, CN1CCOCC1, Cc1ccc2c(Nc3cc(Cl)ccc3Oc3cccc(C(=O)O)c3)ccnc2n1, C=C(C)OC(=O)Cl. Yields the product C=CCNC(=O)c1cccc(Oc2ccc(Cl)cc2Nc2ccnc3nc(C)ccc23)c1. RXN SMILES: [CH2:44]([CH:45]=[CH2:46])[NH2:47].[CH2:48]1[O:49][CH2:50][CH2:51][CH2:52]1.[CH3:30][N:31]1[CH2:32][CH2:33][O:34][CH2:35][CH2:36]1.[Cl:1][c:2]1[cH:3][c:4]([NH:18][c:19]2[cH:20][cH:21][n:22][c:23]3[n:24][c:25]([CH3:29])[cH:26][cH:27][c:28]23)[c:5]([O:6][c:7]2[cH:8][c:9]([C:10](=[O:11])[OH:12])[cH:13][cH:14][cH:15]2)[cH:16][cH:17]1.[Cl:37][C:38]([O:39][C:40]([CH3:41])=[CH2:42])=[O:43]>>[Cl:1][c:2]1[cH:3][c:4]([NH:18][c:19]2[cH:20][cH:21][n:22][c:23]3[n:24][c:25]([CH3:29])[cH:26][cH:27][c:28]23)[c:5]([O:6][c:7]2[cH:8][c:9]([C:10](=[O:11])[NH:47][CH2:44][CH:45]=[CH2:46])[cH:13][cH:14][cH:15]2)[cH:16][cH:17]1.